From a dataset of the Open Reaction Database (ORD), a public repository of structured organic reaction records. describe an organic reaction: reactants, conditions, products, and yield Starting materials: C(=O)([O-])[O-].[Na+].[Na+] (Na2CO3), crude product, CC=1C(=C2C=CN=C(C2=CC1)NC1=CC=C(C#N)C=C1)[N+](=O)[O-] (4-(6-methyl-5-nitroisoquinolin-1-ylamino)benzonitrile), O.O.[Sn](Cl)Cl (tin(II) chloride dihydrate), ice. Solvent: CCO (EtOH). Conditions: temperature 70 celsius, time 17 hour. The product is NC1=C2C=CN=C(C2=CC=C1C)NC1=CC=C(C#N)C=C1 (4-(5-amino-6-methylisoquinolin-1-ylamino)benzonitrile). The yield is 70.5%. Reaction SMILES: [CH3:1][C:2]1[C:3]([N+:21]([O-])=O)=[C:4]2[C:9](=[CH:10][CH:11]=1)[C:8]([NH:12][C:13]1[CH:20]=[CH:19][C:16]([C:17]#[N:18])=[CH:15][CH:14]=1)=[N:7][CH:6]=[CH:5]2.O.O.[Sn](Cl)Cl.C([O-])([O-])=O.[Na+].[Na+]>CCO>[NH2:21][C:3]1[C:2]([CH3:1])=[CH:11][CH:10]=[C:9]2[C:4]=1[CH:5]=[CH:6][N:7]=[C:8]2[NH:12][C:13]1[CH:20]=[CH:19][C:16]([C:17]#[N:18])=[CH:15][CH:14]=1 |f:1.2.3,4.5.6|. Procedure: A mixture of 4-(6-methyl-5-nitroisoquinolin-1-ylamino)benzonitrile (0.47 g, 1.5 mmol), tin(II) chloride dihydrate (1.8 g, 7.7 mmol) and absolute EtOH (50 mL) was stirred under N2 at 70° C. for 17 h. The crude reaction mixture was poured onto ˜100 mL ice. The resulting solution was treated with solid Na2CO3 to pH 10. The milky yellow suspension was extracted with EtOAc (3×150 mL). The combined EtOAc extracts were washed with saturated NaCl (100 mL), dried over Na2SO4, filtered and concentrated in... Starting materials: O1C(OCC1)CCCCCCCCOC=1C=C(C=O)C=CC1 (3-(8-(1,3-dioxolan-2-yl)octyloxy)benzaldehyde), S1C(=CC=C1)[Mg]Br (2-thienylmagnesium bromide). Run in C1CCOC1 (THF). Run at temperature -78 celsius, time 1 hour. Yields the product O1C(OCC1)CCCCCCCCOC=1C=C(C=CC1)C(O)C=1SC=CC1 ((3-(8-(1,3-Dioxolan-2-yl)octyloxy)phenyl)(thiophen-2-yl)methanol). Isolated yield 88.2%. As a reaction SMILES: [O:1]1[CH2:5][CH2:4][O:3][CH:2]1[CH2:6][CH2:7][CH2:8][CH2:9][CH2:10][CH2:11][CH2:12][CH2:13][O:14][C:15]1[CH:16]=[C:17]([CH:20]=[CH:21][CH:22]=1)[CH:18]=[O:19].[S:23]1[CH:27]=[CH:26][CH:25]=[C:24]1[Mg]Br>C1COCC1>[O:1]1[CH2:5][CH2:4][O:3][CH:2]1[CH2:6][CH2:7][CH2:8][CH2:9][CH2:10][CH2:11][CH2:12][CH2:13][O:14][C:15]1[CH:16]=[C:17]([CH:18]([C:24]2[S:23][CH:27]=[CH:26][CH:25]=2)[OH:19])[CH:20]=[CH:21][CH:22]=1. Procedure details: To a stirred solution of 3-(8-(1,3-dioxolan-2-yl)octyloxy)benzaldehyde (1.0 g, 3.25 mmol) in THF (30 mL) at −78° C. under an atmosphere of nitrogen, a solution of 2-thienylmagnesium bromide (1M in THF, 4.23 mL, 4.23 mmol) was added over 10 minutes. After stirring at −78° C. for 1 hour, the reaction was allowed to warm to RT and stirred for 16 hours. The reaction was quenched with saturated aqueous ammonium chloride solution and extracted with ethyl acetate (×3). The combined organic extracts wer... The reactants are CO (methanol), CSC(=C1C(C2=C(C(CC1)CC)C=CC=C2)=O)SC (6-[Bis(methylthio)methylene]-9-ethyl-6,7,8,9-tetrahydro-5H-benzocyclohepten-5-one), C(C)O (ethanol), [BH4-].[Na+] (sodium tetrahydroborate), ice water, ice water. Reaction conditions: time 20 minute. Yields the product C(C)C1CCC(=CC2=C1C=CC=C2)C(=O)OC (methyl 5-ethyl-6,7-dihydro-5H-benzocycloheptene-8-carboxylate). Reaction SMILES: CS[C:3](SC)=[C:4]1[CH2:10][CH2:9][CH:8]([CH2:11][CH3:12])[C:7]2[CH:13]=[CH:14][CH:15]=[CH:16][C:6]=2[C:5]1=O.[BH4-].[Na+].C[OH:23].[CH2:24]([OH:26])C>>[CH2:11]([CH:8]1[C:7]2[CH:13]=[CH:14][CH:15]=[CH:16][C:6]=2[CH:5]=[C:4]([C:3]([O:26][CH3:24])=[O:23])[CH2:10][CH2:9]1)[CH3:12] |f:1.2|. Procedure details: 6-[Bis(methylthio)methylene]-9-ethyl-6,7,8,9-tetrahydro-5H-benzocyclohepten-5-one (0.35 g, 1.31 mmol) was dissolved in ethanol (7 ml), followed by adding thereto sodium tetrahydroborate (0.16 g, 4.35 mmol), and the reaction mixture was heated under reflux for 2 hours. The reaction mixture was poured into ice water and extracted with ethyl acetate, and the extract solution was washed with a saturated aqueous sodium chloride solution and dried over anhydrous magnesium sulfate. The solvent was dist... The reactants are C(#N)C1(CC1)NC(=O)[C@H]1[C@@H](C[C@@H](C1)S(=O)(=O)C1=C(C=C(C=C1)F)Cl)C(=O)N1CC(C1)(F)F ((1R,2R,4R)-4-(2-Chloro-4-fluoro-benzenesulfonyl)-2-(3,3-difluoro-azetidine-1-carbonyl)-cyclopentanecarboxylic acid (1-cyano-cyclopropyl)-amide), COCCO (2-methoxyethanol), solid. Yields the product C(#N)C1(CC1)NC(=O)[C@H]1[C@@H](C[C@@H](C1)S(=O)(=O)C1=C(C=C(C=C1)OCCOC)Cl)C(=O)N1CC(C1)(F)F ((1R,2R,4R)-4-[2-Chloro-4-(2-methoxy-ethoxy)-benzenesulfonyl]-2-(3,3-difluoro-azetidine-1-carbonyl)-cyclopentanecarboxylic acid (1-cyano-cyclopropyl)-amide). Reaction SMILES: [C:1]([C:3]1([NH:6][C:7]([C@@H:9]2[CH2:13][C@@H:12]([S:14]([C:17]3[CH:22]=[CH:21][C:20](F)=[CH:19][C:18]=3[Cl:24])(=[O:16])=[O:15])[CH2:11][C@H:10]2[C:25]([N:27]2[CH2:30][C:29]([F:32])([F:31])[CH2:28]2)=[O:26])=[O:8])[CH2:5][CH2:4]1)#[N:2].[CH3:33][O:34][CH2:35][CH2:36][OH:37]>>[C:1]([C:3]1([NH:6][C:7]([C@@H:9]2[CH2:13][C@@H:12]([S:14]([C:17]3[CH:22]=[CH:21][C:20]([O:37][CH2:36][CH2:35][O:34][CH3:33])=[CH:19][C:18]=3[Cl:24])(=[O:16])=[O:15])[CH2:11][C@H:10]2[C:25]([N:27]2[CH2:28][C:29]([F:32])([F:31])[CH2:30]2)=[O:26])=[O:8])[CH2:5][CH2:4]1)#[N:2]. Procedure details: The title compound was prepared in analogy to example 134 using (1R,2R,4R)-4-(2-chloro-4-fluoro-benzenesulfonyl)-2-(3,3-difluoro-azetidine-1-carbonyl)-cyclopentanecarboxylic acid-(1-cyano-cyclopropyl)-amide (example 119 step 4) and 2-methoxyethanol. White solid (37%). MS (EI): 546.1 (M+H)+. Reactants: [BH4-].[Na+] (Sodium borohydride), N1(CCNCC1)C(=O)OCC (ethyl 1-piperazinecarboxylate), C1(=CC=C(C=C1)C=O)C (p-tolualdehyde). The solvent is C(C)O (ethanol). Conditions: time 8 hour. Yields the product C1(=CC=C(C=C1)CN1CCN(CC1)C(=O)OCC)C (ethyl 4-p-tolylmethyl-1-piperazinecarboxylate). Yield: 30.2%. RXN SMILES: [BH4-].[Na+].[N:3]1([C:9]([O:11][CH2:12][CH3:13])=[O:10])[CH2:8][CH2:7][NH:6][CH2:5][CH2:4]1.[C:14]1([CH3:22])[CH:19]=[CH:18][C:17]([CH:20]=O)=[CH:16][CH:15]=1>C(O)C>[C:14]1([CH3:22])[CH:19]=[CH:18][C:17]([CH2:20][N:6]2[CH2:7][CH2:8][N:3]([C:9]([O:11][CH2:12][CH3:13])=[O:10])[CH2:4][CH2:5]2)=[CH:16][CH:15]=1 |f:0.1|. Procedure details: Sodium borohydride (500 mg) was added to a mixture of 1.6 g of ethyl 1-piperazinecarboxylate, 1.3 g of p-tolualdehyde and 30 ml of ethanol, and the mixture was stirred overnight at room temperature. The reaction mixture was concentrated under reduced pressure, 50 ml of water was added, and the resultant mixture was extracted with ethyl acetate. The ethyl acetate extract was then extracted with diluted hydrochloric acid. The diluted hydrochloric acid extract was washed with ethyl acetate, made al...